The task is: describe an organic reaction: reactants, conditions, products, and yield. This data is from the Open Reaction Database (ORD), a public repository of structured organic reaction records. Starting materials: [OH-].[K+] (potassium hydroxide), C(#N)C1(CCCC1)NC(CCCC)=O (1-cyano-1-n-pentanoylaminocyclopentane), [Cl-].[NH4+] (ammonium chlorid). Solvent: O (water), CO (methanol). Conditions: temperature 55 celsius. Yields the product Cl.C(CCC)C1=NC2(C(N1)=O)CCCC2 (2-butyl-1,3-diaza-spiro[4.4]non-1-en4-one monohydrochloride). The yield is 60.7%. RXN SMILES: [C:1]([C:3]1([NH:8][C:9](=O)[CH2:10][CH2:11][CH2:12][CH3:13])[CH2:7][CH2:6][CH2:5][CH2:4]1)#[N:2].[OH-:15].[K+].[Cl-:17].[NH4+]>CO.O>[ClH:17].[CH2:10]([C:9]1[NH:2][C:1](=[O:15])[C:3]2([CH2:7][CH2:6][CH2:5][CH2:4]2)[N:8]=1)[CH2:11][CH2:12][CH3:13] |f:1.2,3.4,7.8|. Procedure details: To 19.6 g (0.1 mol) of 1-cyano-1-n-pentanoylaminocyclopentane dissolved in 70 ml of methanol, 25 g (0,46 mol) of potassium hydroxide dissolved in 50 ml of water was added. The resulting solution was stirred and heated at 50-60° C., then under reflux conditions for 2,5 hours. The pH was decreased by the addition of 25 g of ammonium chlorid, then methanol was distilled off. The residue was extracted with 50 ml and 2×30 ml of toluene, the combined organic phases were evaporated to constant weight T... Run in ClCCl (dichloromethane). Product: BrC1=CC=C(S1)S(=O)(=O)NC1=C(C=CC(=C1)N1C[C@H](N[C@H](C1)C)C)OC (5-Bromo-N-[5-(cis-3,5-dimethyl-1-piperazinyl)-2-(methyloxy)phenyl]-2-thiophenesulfonamide). The reactants are C[C@@H]1CN(C[C@@H](N1)C)C=1C=CC(=C(N)C1)OC (5-(cis-3,5-Dimethyl-1-piperazinyl)-2-(methyloxy)aniline), CN1CCOCC1 (morpholinomethyl-polystyrene), BrC1=CC=C(S1)S(=O)(=O)Cl (5-bromo-2-thiophenesulfonyl chloride). Reaction SMILES: [CH3:1][C@H:2]1[NH:7][C@@H:6]([CH3:8])[CH2:5][N:4]([C:9]2[CH:10]=[CH:11][C:12]([O:16][CH3:17])=[C:13]([CH:15]=2)[NH2:14])[CH2:3]1.CN1CCOCC1.[Br:25][C:26]1[S:30][C:29]([S:31](Cl)(=[O:33])=[O:32])=[CH:28][CH:27]=1>ClCCl>[Br:25][C:26]1[S:30][C:29]([S:31]([NH:14][C:13]2[CH:15]=[C:9]([N:4]3[CH2:3][C@H:2]([CH3:1])[NH:7][C@H:6]([CH3:8])[CH2:5]3)[CH:10]=[CH:11][C:12]=2[O:16][CH3:17])(=[O:33])=[O:32])=[CH:28][CH:27]=1. Procedure: A solution of 5-(cis-3,5-dimethyl-1-piperazinyl)-2-(methyloxy)aniline (D4) (1.00 g, 4.25 mmol) in dichloromethane (50 ml) was treated with morpholinomethyl-polystyrene HL resin (2.10 g, 4.0 mmol/g loading, 8.50 mmol) followed by 5-bromo-2-thiophenesulfonyl chloride (1.33 g, 5.09 mmol). The resulting solution was stirred at room temperature overnight and was then filtered and the solvent evaporated. The residue was then chromatographed over silica gel (Flashmaster (II)) eluting with 0 to 10% meth... Conditions: time 8 hour. Starting materials: carboxylic esters, carboxylic acids, ClCCCS(=O)(=O)OCC([C@H](C(=O)O)OCC1=CC=C(C=C1)OC)(C)C ((2R)-4-[(3-Chloropropyl)sulfonyloxy]-2-[(4-methoxyphenyl)methoxy]-3,3-dimethylbutanoic acid), C(C(=O)Cl)(=O)Cl (oxalyl chloride), C1(=CC=CC=C1)[C@H](C)O ((S)-(−)-1-phenylethanol), N1=CC=CC=C1 (pyridine), acid chloride. The solvent is ClCCl (dichloromethane), ClCCl (dichloromethane). Yields the product ClCCCS(=O)(=O)OCC([C@H](C(=O)O[C@@H](C)C1=CC=CC=C1)OCC1=CC=C(C=C1)OC)(C)C ((1S)-1-Phenylethyl (2R)-4-[(3-chloropropyl)sulfonyloxy]-2-[(4-methoxyphenyl)methoxy]-3,3-dimethylbutanoate). The yield is 74.7%. RXN SMILES: [Cl:1][CH2:2][CH2:3][CH2:4][S:5]([O:8][CH2:9][C:10]([CH3:26])([CH3:25])[C@@H:11]([O:15][CH2:16][C:17]1[CH:22]=[CH:21][C:20]([O:23][CH3:24])=[CH:19][CH:18]=1)[C:12]([OH:14])=[O:13])(=[O:7])=[O:6].C(Cl)(=O)C(Cl)=O.[C:33]1([C@@H:39](O)[CH3:40])[CH:38]=[CH:37][CH:36]=[CH:35][CH:34]=1.N1C=CC=CC=1>ClCCl>[Cl:1][CH2:2][CH2:3][CH2:4][S:5]([O:8][CH2:9][C:10]([CH3:26])([CH3:25])[C@@H:11]([O:15][CH2:16][C:17]1[CH:22]=[CH:21][C:20]([O:23][CH3:24])=[CH:19][CH:18]=1)[C:12]([O:14][C@H:39]([C:33]1[CH:38]=[CH:37][CH:36]=[CH:35][CH:34]=1)[CH3:40])=[O:13])(=[O:7])=[O:6]. Procedure details: Following the general procedure for the preparation of carboxylic esters from carboxylic acids of Description 15, (2R)-4-[(3-chloropropyl)sulfonyloxy]-2-[(4-methoxyphenyl)methoxy]-3,3-dimethylbutanoic acid (13) (0.50 g, 1.2 mmol) dissolved in 20 mL of anhydrous dichloromethane (DCM) was reacted with 0.7 mL (1.4 mmol) of oxalyl chloride (2.0 M in DCM). After completion of the reaction, a solution of 0.28 mL of (S)-(−)-1-phenylethanol (0.23 g, 1.8 mmol) and 0.10 mL of pyridine (96 mg, 1.2 mmol) in... Starting materials: C(C)(C)(C)C1=CC(=C(C=N1)C=1N([C@]([C@](N1)(C)C1=CC=C(C=C1)Cl)(C)C1=CC=C(C=C1)Cl)C(=O)N1CCC(CC1)CC(=O)O)OCC ({1-[(4S,5R)-2-(6-tert-butyl-4-ethoxy-pyridin-3-yl)-4,5-bis-(4-chloro-phenyl)-4,5-dimethyl-4,5-dihydro-imidazole-1-carbonyl]-piperidin-4-yl}-acetic acid), CNC(C)C (n-methylisopropylamine). Product: C(C)(C)(C)C1=CC(=C(C=N1)C=1N([C@]([C@](N1)(C)C1=CC=C(C=C1)Cl)(C)C1=CC=C(C=C1)Cl)C(=O)N1CCC(CC1)CC(=O)N(C)C(C)C)OCC (2-{1-[(4S,5R)-2-(6-tert-Butyl-4-ethoxy-pyridin-3-yl)-4,5-bis-(4-chloro-phenyl)-4,5-dimethyl-4,5-dihydro-imidazole-1-carbonyl]-piperidin-4-yl}-N-isopropyl-N-methyl-acetamide). As a reaction SMILES: [C:1]([C:5]1[N:10]=[CH:9][C:8]([C:11]2[N:12]([C:32]([N:34]3[CH2:39][CH2:38][CH:37]([CH2:40][C:41](O)=[O:42])[CH2:36][CH2:35]3)=[O:33])[C@@:13]([C:25]3[CH:30]=[CH:29][C:28]([Cl:31])=[CH:27][CH:26]=3)([CH3:24])[C@@:14]([C:17]3[CH:22]=[CH:21][C:20]([Cl:23])=[CH:19][CH:18]=3)([CH3:16])[N:15]=2)=[C:7]([O:44][CH2:45][CH3:46])[CH:6]=1)([CH3:4])([CH3:3])[CH3:2].[CH3:47][NH:48][CH:49]([CH3:51])[CH3:50]>>[C:1]([C:5]1[N:10]=[CH:9][C:8]([C:11]2[N:12]([C:32]([N:34]3[CH2:39][CH2:38][CH:37]([CH2:40][C:41]([N:48]([CH:49]([CH3:51])[CH3:50])[CH3:47])=[O:42])[CH2:36][CH2:35]3)=[O:33])[C@@:13]([C:25]3[CH:30]=[CH:29][C:28]([Cl:31])=[CH:27][CH:26]=3)([CH3:24])[C@@:14]([C:17]3[CH:18]=[CH:19][C:20]([Cl:23])=[CH:21][CH:22]=3)([CH3:16])[N:15]=2)=[C:7]([O:44][CH2:45][CH3:46])[CH:6]=1)([CH3:2])([CH3:4])[CH3:3]. Procedure: In a manner analogous to the method described in example 163, {1-[(4S,5R)-2-(6-tert-butyl-4-ethoxy-pyridin-3-yl)-4,5-bis-(4-chloro-phenyl)-4,5-dimethyl-4,5-dihydro-imidazole-1-carbonyl]-piperidin-4-yl}-acetic acid was reacted with n-methylisopropylamine (Aldrich) to give the title product. LC-MS (ES+) 720 [(M+H)+].